Dataset: the Open Reaction Database (ORD), a public repository of structured organic reaction records. Task: describe an organic reaction: reactants, conditions, products, and yield The reactants are CCOC(C)=O, [Cl-], O=C(Nc1ccc(Cl)cn1)c1cc(Cl)ccc1[N+](=O)[O-], N, O, O. Product: Nc1ccc(Cl)cc1C(=O)Nc1ccc(Cl)cn1. Reaction SMILES: [CH3:25][CH2:26][O:27][C:28](=[O:29])[CH3:30].[Cl-:23].[Cl:1][c:2]1[cH:3][cH:4][c:5]([N+:18]([O-:19])=[O:20])[c:6]([C:7](=[O:8])[NH:9][c:10]2[n:11][cH:12][c:13]([Cl:16])[cH:14][cH:15]2)[cH:17]1.[NH3:24].[OH2:21].[OH2:22]>>[Cl:1][c:2]1[cH:3][cH:4][c:5]([NH2:18])[c:6]([C:7](=[O:8])[NH:9][c:10]2[n:11][cH:12][c:13]([Cl:16])[cH:14][cH:15]2)[cH:17]1. Starting materials: Cl.N[C@@H]1CC[C@H](CC1)NC(=O)C1=C(NC=2C1=NC=CC2C2=C(C=C(C(=C2)F)OC)OCC2CC2)C (N-(trans-4-aminocyclohexyl)-7-[2-(cyclopropylmethoxy)-5-fluoro-4-methoxyphenyl]-2-methyl-1H-pyrrolo[3,2-b]pyridine-3-carboxamide hydrochloride), C(CC)(=O)Cl (propionyl chloride). Reported procedure: Starting from N-(trans-4-aminocyclohexyl)-7-[2-(cyclopropylmethoxy)-5-fluoro-4-methoxyphenyl]-2-methyl-1H-pyrrolo[3,2-b]pyridine-3-carboxamide hydrochloride (example D.f27) and commercially available propionyl chloride the title compound is obtained as colorless solid. Product: C1(CC1)COC1=C(C=C(C(=C1)OC)F)C1=C2C(=NC=C1)C(=C(N2)C)C(=O)N[C@@H]2CC[C@H](CC2)NC(CC)=O (7-[2-(Cyclopropylmethoxy)-5-fluoro-4-methoxyphenyl]-2-methyl-N-[trans-4-(propionylamino)cyclohexyl]-1H-pyrrolo[3,2-b]pyridine-3-carboxamide). RXN SMILES: Cl.[NH2:2][C@H:3]1[CH2:8][CH2:7][C@H:6]([NH:9][C:10]([C:12]2[C:16]3=[N:17][CH:18]=[CH:19][C:20]([C:21]4[CH:26]=[C:25]([F:27])[C:24]([O:28][CH3:29])=[CH:23][C:22]=4[O:30][CH2:31][CH:32]4[CH2:34][CH2:33]4)=[C:15]3[NH:14][C:13]=2[CH3:35])=[O:11])[CH2:5][CH2:4]1.[C:36](Cl)(=[O:39])[CH2:37][CH3:38]>>[CH:32]1([CH2:31][O:30][C:22]2[CH:23]=[C:24]([O:28][CH3:29])[C:25]([F:27])=[CH:26][C:21]=2[C:20]2[CH:19]=[CH:18][N:17]=[C:16]3[C:12]([C:10]([NH:9][C@H:6]4[CH2:7][CH2:8][C@H:3]([NH:2][C:36](=[O:39])[CH2:37][CH3:38])[CH2:4][CH2:5]4)=[O:11])=[C:13]([CH3:35])[NH:14][C:15]=23)[CH2:33][CH2:34]1 |f:0.1|. Starting materials: O=C1c2ccccc2C(=O)N1CCNOCc1ccccc1, Fc1cccc(F)c1N=C=S, c1ccccc1. Yields the product O=C1c2ccccc2C(=O)N1CCN(OCc1ccccc1)C(=S)Nc1c(F)cccc1F. As a reaction SMILES: [CH2:12]([c:13]1[cH:14][cH:15][cH:16][cH:17][cH:18]1)[O:19][NH:20][CH2:21][CH2:22][N:23]1[C:24](=[O:33])[c:25]2[c:26]([cH:29][cH:30][cH:31][cH:32]2)[C:27]1=[O:28].[F:1][c:2]1[c:3]([N:9]=[C:10]=[S:11])[c:4]([F:8])[cH:5][cH:6][cH:7]1.[cH:34]1[cH:35][cH:36][cH:37][cH:38][cH:39]1>>[F:1][c:2]1[c:3]([NH:9][C:10](=[S:11])[N:20]([O:19][CH2:12][c:13]2[cH:14][cH:15][cH:16][cH:17][cH:18]2)[CH2:21][CH2:22][N:23]2[C:24](=[O:33])[c:25]3[c:26]([cH:29][cH:30][cH:31][cH:32]3)[C:27]2=[O:28])[c:4]([F:8])[cH:5][cH:6][cH:7]1. Reactants: CSc1ncc2ccc(Br)n2n1, C1COCCO1, CN(c1nn(C)cc1B1OC(C)(C)C(C)(C)O1)S(C)(=O)=O, CN(C)C=O, [Na+], [Na+], O=C([O-])[O-], O, c1ccc(P(c2ccccc2)(c2ccccc2)[Pd](P(c2ccccc2)(c2ccccc2)c2ccccc2)(P(c2ccccc2)(c2ccccc2)c2ccccc2)P(c2ccccc2)(c2ccccc2)c2ccccc2)cc1. The product is CSc1ncc2ccc(-c3cn(C)nc3N(C)S(C)(=O)=O)n2n1. Reaction SMILES: [Br:1][c:2]1[cH:3][cH:4][c:5]2[cH:6][n:7][c:8]([S:11][CH3:12])[n:9][n:10]12.[CH2:39]1[O:40][CH2:41][CH2:42][O:43][CH2:44]1.[CH3:13][N:14]([S:15](=[O:16])(=[O:17])[CH3:18])[c:19]1[n:20][n:21]([CH3:33])[cH:22][c:23]1[B:24]1[O:25][C:26]([CH3:27])([CH3:28])[C:29]([CH3:30])([CH3:31])[O:32]1.[CH3:34][N:35]([CH3:36])[CH:37]=[O:38].[Na+:45].[Na+:46].[O-:47][C:48](=[O:49])[O-:50].[OH2:51].[cH:52]1[cH:53][cH:54][c:55]([P:56]([Pd:57]([P:58]([c:59]2[cH:60][cH:61][cH:62][cH:63][cH:64]2)([c:65]2[cH:66][cH:67][cH:68][cH:69][cH:70]2)[c:71]2[cH:72][cH:73][cH:74][cH:75][cH:76]2)([P:77]([c:78]2[cH:79][cH:80][cH:81][cH:82][cH:83]2)([c:84]2[cH:85][cH:86][cH:87][cH:88][cH:89]2)[c:90]2[cH:91][cH:92][cH:93][cH:94][cH:95]2)[P:96]([c:97]2[cH:98][cH:99][cH:100][cH:101][cH:102]2)([c:103]2[cH:104][cH:105][cH:106][cH:107][cH:108]2)[c:109]2[cH:110][cH:111][cH:112][cH:113][cH:114]2)([c:115]2[cH:116][cH:117][cH:118][cH:119][cH:120]2)[c:121]2[cH:122][cH:123][cH:124][cH:125][cH:126]2)[cH:127][cH:128]1>>[c:2]1(-[c:23]2[c:19]([N:14]([CH3:13])[S:15](=[O:16])(=[O:17])[CH3:18])[n:20][n:21]([CH3:33])[cH:22]2)[cH:3][cH:4][c:5]2[cH:6][n:7][c:8]([S:11][CH3:12])[n:9][n:10]12. The reactants are N1C=C(C2=CC=CC=C12)CC(C(=O)[O-])=O (Indole-3-pyruvate), C(C(=O)C)(=O)[O-] (pyruvate), C[C@@H]1CNCCN1 (R-MP), N[C@H](C)C(=O)O (D-alanine). Product: C1=CC=C2C(=C1)C(=CN2)C[C@](C[C@@H](C(=O)O)N)(C(=O)O)O (monatin), C(C(=O)C)(=O)[O-] (pyruvate). RXN SMILES: [NH:1]1[C:9]2[C:4](=[CH:5][CH:6]=[CH:7][CH:8]=2)[C:3]([CH2:10][C:11](=[O:15])[C:12]([O-:14])=[O:13])=[CH:2]1.[C:16]([O-:21])(=[O:20])[C:17]([CH3:19])=[O:18].C[C@H]1NCCNC1.[NH2:29][C@@H:30]([C:32]([OH:34])=[O:33])[CH3:31]>>[CH:6]1[CH:5]=[C:4]2[C:3]([CH2:10][C@@:11]([OH:15])([C:12]([OH:14])=[O:13])[CH2:31][C@H:30]([NH2:29])[C:32]([OH:34])=[O:33])=[CH:2][NH:1][C:9]2=[CH:8][CH:7]=1.[C:16]([O-:21])(=[O:20])[C:17]([CH3:19])=[O:18]. Reported procedure: In a specific embodiment, L-tryptophan is converted to D-tryptophan using a tryptophan racemase. D-tryptophan then reacts with pyruvate via a broad specificity D-aminotransferase to produce indole-3-pyruvate and D-alanine. Indole-3-pyruvate then reacts with an R-specific aldolase and pyruvate to form R-α-keto acid monatin (R-MP). R-MP then reacts with a broad specificity D-aminotransferase and D-alanine to produce R,R monatin and pyruvate. As a reaction SMILES: [F:1][C:2]1[C:3]([CH:11]([OH:13])[CH3:12])=[N:4][CH:5]=[CH:6][C:7]=1[CH:8]([CH3:10])[CH3:9]>C1(C)C=CC=CC=1.O=[Mn]=O>[F:1][C:2]1[C:3]([C:11](=[O:13])[CH3:12])=[N:4][CH:5]=[CH:6][C:7]=1[CH:8]([CH3:10])[CH3:9]. Reagents/catalysts: O=[Mn]=O (MnO2). Run at temperature 140 celsius, time 8 hour. Reported procedure: 1-(3-Fluoro-4-isopropyl-pyridin-2-yl)-ethanol (prepared in the previous step, 3.00 g, 16.39 mmol) was dissolved in 60 mL of anhydrous toluene. MnO2 (4.05 g, 46.55 mmol) was added and the resulting mixture was stirred at 140° C. overnight. The mixture was then cooled to room temperature and filtered thought a pad of celite. The filtrate was concentrated and purified via MPLC (80 g, 0 to 20% ethyl acetate in hexane) to afford the title compound. Spectroscopic data: 1H-NMR (300 MHz, CDCl3): δ ppm 1... Starting materials: FC=1C(=NC=CC1C(C)C)C(C)O (1-(3-Fluoro-4-isopropyl-pyridin-2-yl)-ethanol). Run in C1(=CC=CC=C1)C (toluene). The product is FC=1C(=NC=CC1C(C)C)C(C)=O (1-(3-Fluoro-4-isopropyl-pyridin-2-yl)-ethanone). The reactants are CC(C)(C)OC(=O)NC1CCCC1C(=O)O, C1CCC2=NCCCN2CC1, CCOC(C)=O, Cl, NS(=O)(=O)CCCCC(=O)O, CN(C)C=O. Yields the product CC(C)(C)OC(=O)NC1CCCC1C(=O)NS(=O)(=O)CCCCC(=O)O. As a reaction SMILES: [C:1]([CH3:2])([CH3:3])([CH3:4])[O:5][C:6](=[O:7])[NH:8][CH:9]1[CH:10]([C:14](=[O:15])[OH:16])[CH2:11][CH2:12][CH2:13]1.[CH2:28]1[CH2:29][CH2:30][C:31]2=[N:36][CH2:35][CH2:34][CH2:33][N:32]2[CH2:37][CH2:38]1.[CH3:40][CH2:41][O:42][C:43](=[O:44])[CH3:45].[ClH:39].[NH2:17][S:18](=[O:19])(=[O:20])[CH2:21][CH2:22][CH2:23][CH2:24][C:25](=[O:26])[OH:27].[O:46]=[CH:47][N:48]([CH3:49])[CH3:50]>>[C:1]([CH3:2])([CH3:3])([CH3:4])[O:5][C:6](=[O:7])[NH:8][CH:9]1[CH:10]([C:14](=[O:16])[NH:17][S:18](=[O:19])(=[O:20])[CH2:21][CH2:22][CH2:23][CH2:24][C:25](=[O:26])[OH:27])[CH2:11][CH2:12][CH2:13]1. The reactants are CO, Cc1ncn(-c2c(F)cc([N+](=O)[O-])cc2F)n1. Product: Cc1ncn(-c2c(F)cc(N)cc2F)n1. As a reaction SMILES: [CH3:18][OH:19].[F:1][c:2]1[c:3](-[n:12]2[n:13][c:14]([CH3:17])[n:15][cH:16]2)[c:4]([F:11])[cH:5][c:6]([N+:8]([O-:9])=[O:10])[cH:7]1>>[F:1][c:2]1[c:3](-[n:12]2[n:13][c:14]([CH3:17])[n:15][cH:16]2)[c:4]([F:11])[cH:5][c:6]([NH2:8])[cH:7]1.